Task: describe an organic reaction: reactants, conditions, products, and yield. Dataset: the Open Reaction Database (ORD), a public repository of structured organic reaction records Reactants: C1COC(C2=CC(=C(C=C2)F)OC2=CC=CC=C2)O1 (4-fluoro-3-phenoxy-benzaldehyde ethyleneacetal). Solvent: C(C)O (ethanol), O (water), Cl (hydrochloric acid). The product is FC1=C(C=C(C=O)C=C1)OC1=CC=CC=C1 (4-fluoro-3-phenoxy-benzaldehyde). Isolated yield 90.7%. RXN SMILES: C1O[CH:4]([C:5]2[CH:10]=[CH:9][C:8]([F:11])=[C:7]([O:12][C:13]3[CH:18]=[CH:17][CH:16]=[CH:15][CH:14]=3)[CH:6]=2)[O:3]C1>C(O)C.O.Cl>[F:11][C:8]1[CH:9]=[CH:10][C:5]([CH:4]=[O:3])=[CH:6][C:7]=1[O:12][C:13]1[CH:14]=[CH:15][CH:16]=[CH:17][CH:18]=1. Reported procedure: A solution of 26 g (0.1 mol) of 4-fluoro-3-phenoxy-benzaldehyde ethyleneacetal in 60 ml of ethanol, 20 ml of water and 1 ml of concentrated hydrochloric acid was stored at room temperature for 3 hours. The ethanol was then distilled off in vacuo, and 100 ml of toluene were added to the residue. The water was separated off and the organic phase was washed twice with 50 ml of water each time, dried over sodium sulphate and evaporated in vacuo. The residue was distilled in vacuo. 19.6 g (91% of the...